From a dataset of the Open Reaction Database (ORD), a public repository of structured organic reaction records. describe an organic reaction: reactants, conditions, products, and yield Starting materials: C(CCC)[Sn](C#CC)(CCCC)CCCC (Tributyl(1-propynyl)tin), C(C1=CC=CC=C1)N=[N+]=[N-] (benzyl azide). Run at temperature 150 celsius. Product: C(C1=CC=CC=C1)N1N=NC(=C1C)[Sn](CCCC)(CCCC)CCCC (1-Benzyl-5-methyl-4-(tributylstannyl)-1H-1,2,3-triazole). As a reaction SMILES: [CH2:1]([Sn:5]([CH2:13][CH2:14][CH2:15][CH3:16])([CH2:9][CH2:10][CH2:11][CH3:12])[C:6]#[C:7][CH3:8])[CH2:2][CH2:3][CH3:4].[CH2:17]([N:24]=[N+:25]=[N-:26])[C:18]1[CH:23]=[CH:22][CH:21]=[CH:20][CH:19]=1>>[CH2:17]([N:24]1[C:7]([CH3:8])=[C:6]([Sn:5]([CH2:1][CH2:2][CH2:3][CH3:4])([CH2:13][CH2:14][CH2:15][CH3:16])[CH2:9][CH2:10][CH2:11][CH3:12])[N:26]=[N:25]1)[C:18]1[CH:23]=[CH:22][CH:21]=[CH:20][CH:19]=1. Procedure: Tributyl(1-propynyl)tin (3.87 g, 11.8 mmol) and benzyl azide (2.2 mL, 17.6 mmol) were combined and heated to 150° C. overnight. The mixture was purified by silica gel chromatography eluting with a gradient of 5-40% ethyl acetate in hexanes to afford the title compound. MS (ESI+) m/z 464.2 (M+H)+. Reactants: Cn1ncc2c1CCCCC2=O, CCO, CCOC=O, [H-], [Na+], C1CCOC1. The product is Cn1ncc2c1CCCC(=CO)C2=O. As a reaction SMILES: [CH3:1][n:2]1[n:3][cH:4][c:5]2[c:6]1[CH2:7][CH2:8][CH2:9][CH2:10][C:11]2=[O:12].[CH3:20][CH2:21][OH:22].[CH:15](=[O:16])[O:17][CH2:18][CH3:19].[H-:13].[Na+:14].[O:23]1[CH2:24][CH2:25][CH2:26][CH2:27]1>>[CH3:1][n:2]1[n:3][cH:4][c:5]2[c:6]1[CH2:7][CH2:8][CH2:9][C:10](=[CH:15][OH:16])[C:11]2=[O:12]. Reported procedure: 2-Methyl-2-[(4-{2-[4-(4-phenylpiperazin-1-yl)phenoxy]ethyl}-1,3-thiazol-2-yl)thio]propionic acid tert-butyl ester (490 mg) obtained in Example 148-1 was dissolved in dichloromethane (6 mL), trifluoroacetic acid (2 mL) was added, and the mixture was stirred at room temperature for 12 hr. The reaction mixture was concentrated under reduced pressure, and the residue was purified by silica gel chromatography (elution solvent; hexane:ethyl acetate=1:1 to 0:1) to give the title compound (330 mg) as a ... Solvent: ClCCl (dichloromethane). Reaction SMILES: C([O:5][C:6](=[O:37])[C:7]([CH3:36])([S:9][C:10]1[S:11][CH:12]=[C:13]([CH2:15][CH2:16][O:17][C:18]2[CH:23]=[CH:22][C:21]([N:24]3[CH2:29][CH2:28][N:27]([C:30]4[CH:35]=[CH:34][CH:33]=[CH:32][CH:31]=4)[CH2:26][CH2:25]3)=[CH:20][CH:19]=2)[N:14]=1)[CH3:8])(C)(C)C.FC(F)(F)C(O)=O>ClCCl>[CH3:36][C:7]([S:9][C:10]1[S:11][CH:12]=[C:13]([CH2:15][CH2:16][O:17][C:18]2[CH:19]=[CH:20][C:21]([N:24]3[CH2:25][CH2:26][N:27]([C:30]4[CH:35]=[CH:34][CH:33]=[CH:32][CH:31]=4)[CH2:28][CH2:29]3)=[CH:22][CH:23]=2)[N:14]=1)([CH3:8])[C:6]([OH:37])=[O:5]. Yields the product CC(C(=O)O)(C)SC=1SC=C(N1)CCOC1=CC=C(C=C1)N1CCN(CC1)C1=CC=CC=C1 (2-methyl-2-[(4-{2-[4-(4-phenylpiperazin-1-yl)phenoxy]ethyl}-1,3-thiazol-2-yl)thio]propionic acid). The reactants are C(C)(C)(C)OC(C(C)(SC=1SC=C(N1)CCOC1=CC=C(C=C1)N1CCN(CC1)C1=CC=CC=C1)C)=O (2-methyl-2-[(4-{2-[4-(4-phenylpiperazin-1-yl)phenoxy]ethyl}-1,3-thiazol-2-yl)thio]propionic acid tert-butyl ester), FC(C(=O)O)(F)F (trifluoroacetic acid). Isolated yield 75.2%. Reaction conditions: time 12 hour. The reactants are hydrochloride salt, CC1=CC=C(C=C1)S(=O)(=O)OCC1OC2=C(C1)C=C(C=C2C2=C(C(=CC=C2)OC)OC)Cl ((±)-[5-chloro-7-(2,3-dimethoxyphenyl)-2,3-dihydro-1-benzofuran-2-yl]methyl 4-methylbenzenesulfonate), CN (methylamine). Product: ClC=1C=C(C2=C(CC(O2)CNC)C1)C1=C(C(=CC=C1)OC)OC ((±)-{[5-chloro-7-(2,3-dimethoxyphenyl)-2,3-dihydro-1-benzofuran-2-yl]methyl}methylamine). Reaction SMILES: CC1C=CC(S(O[CH2:12][CH:13]2[CH2:17][C:16]3[CH:18]=[C:19]([Cl:32])[CH:20]=[C:21]([C:22]4[CH:27]=[CH:26][CH:25]=[C:24]([O:28][CH3:29])[C:23]=4[O:30][CH3:31])[C:15]=3[O:14]2)(=O)=O)=CC=1.[CH3:33][NH2:34]>>[Cl:32][C:19]1[CH:20]=[C:21]([C:22]2[CH:27]=[CH:26][CH:25]=[C:24]([O:28][CH3:29])[C:23]=2[O:30][CH3:31])[C:15]2[O:14][CH:13]([CH2:12][NH:34][CH3:33])[CH2:17][C:16]=2[CH:18]=1. Reported procedure: The title compound was prepared (0.046 g, 34%) following the general procedure of Example 390 as a white solid, hydrochloride salt from (±)-[5-chloro-7-(2,3-dimethoxyphenyl)-2,3-dihydro-1-benzofuran-2-yl]methyl 4-methylbenzenesulfonate (0.172 g, 0.36 mmol) and methylamine (0.112 g, 3.6 mmol). mp 105-107° C. The reactants are N1C2(CCCC1)C(C1=CC=CC=C1CC2)=O (3,4-dihydrospiro[naphthalene-2(1H),2'-piperidin]-1-one), [BH4-].[Na+] (sodium borohydride). Solvent: CO (methanol), O (water). Conditions: time 30 minute. Yields the product N1C2(CCCC1)C(C1=CC=CC=C1CC2)O (3,4-Dihydrospiro[naphthalene-2(1H),2'-piperidin]-1-ol). Isolated yield 31.0%. Reaction SMILES: [NH:1]1[CH2:6][CH2:5][CH2:4][CH2:3][C:2]21[CH2:15][CH2:14][C:13]1[C:8](=[CH:9][CH:10]=[CH:11][CH:12]=1)[C:7]2=[O:16].[BH4-].[Na+]>CO.O>[NH:1]1[CH2:6][CH2:5][CH2:4][CH2:3][C:2]21[CH2:15][CH2:14][C:13]1[C:8](=[CH:9][CH:10]=[CH:11][CH:12]=1)[CH:7]2[OH:16] |f:1.2|. Reported procedure: In 20 ml of methanol was dissolved 0.80 g of 3,4-dihydrospiro[naphthalene-2(1H),2'-piperidin]-1-one. Then, 0.15 g of sodium borohydride was added portionwise. The mixture was stirred for 30 minutes, after which it was diluted with water and extracted with methylene chloride. The methylene chloride layer was dried over anhydrous sodium sulfate and filtered and the solvent was then distilled off. The solid residue was recrystallized from methylene chloride-ether to provide 0.25 g of white crystals... Starting materials: MP-B(OAc)3H, C[C@H]1N[C@H](CNC1)C ((2R,6S)-2,6-dimethylpiperazine), C(C)(=O)O (acetic acid), C(C)N1N=CC=2C1=NC(=C(C2NC2CCOCC2)CNC(=O)C2=NC(=CC=C2)C(=O)NCC=2C=C(C(=CC2)F)C2=CC(=CC=C2)C=O)CC (N-{[1,6-Diethyl-4-(tetrahydro-2H-pyran-4-ylamino)-1H-pyrazolo[3,4-b]pyridin-5-yl]methyl}-N′-[(6-fluoro-3′-formyl-3-biphenylyl)methyl]-2,6-pyridinedicarboxamide). Run in CS(=O)C (DMSO). Run at time 4 hour. The product is C(C)N1N=CC=2C1=NC(=C(C2NC2CCOCC2)CNC(=O)C2=NC(=CC=C2)C(=O)NCC=2C=C(C(=CC2)F)C2=CC(=CC=C2)CN2C[C@H](N[C@H](C2)C)C)CC (N-{[1,6-Diethyl-4-(tetrahydro-2H-pyran-4-ylamino)-1H-pyrazolo[3,4-b]pyridin-5-yl]methyl}-N′-[(3′-{[(3R,5S)-3,5-dimethyl-1-piperazinyl]methyl}-6-fluoro-3-biphenylyl)methyl]-2,6-pyridinedicarboxamide). Isolated yield 66.5%. As a reaction SMILES: [CH2:1]([N:3]1[C:7]2=[N:8][C:9]([CH2:48][CH3:49])=[C:10]([CH2:19][NH:20][C:21]([C:23]3[CH:28]=[CH:27][CH:26]=[C:25]([C:29]([NH:31][CH2:32][C:33]4[CH:34]=[C:35]([C:40]5[CH:45]=[CH:44][CH:43]=[C:42]([CH:46]=O)[CH:41]=5)[C:36]([F:39])=[CH:37][CH:38]=4)=[O:30])[N:24]=3)=[O:22])[C:11]([NH:12][CH:13]3[CH2:18][CH2:17][O:16][CH2:15][CH2:14]3)=[C:6]2[CH:5]=[N:4]1)[CH3:2].[CH3:50][C@@H:51]1[CH2:56][NH:55][CH2:54][C@H:53]([CH3:57])[NH:52]1.C(O)(=O)C>CS(C)=O>[CH2:1]([N:3]1[C:7]2=[N:8][C:9]([CH2:48][CH3:49])=[C:10]([CH2:19][NH:20][C:21]([C:23]3[CH:28]=[CH:27][CH:26]=[C:25]([C:29]([NH:31][CH2:32][C:33]4[CH:34]=[C:35]([C:40]5[CH:45]=[CH:44][CH:43]=[C:42]([CH2:46][N:55]6[CH2:54][C@H:53]([CH3:57])[NH:52][C@H:51]([CH3:50])[CH2:56]6)[CH:41]=5)[C:36]([F:39])=[CH:37][CH:38]=4)=[O:30])[N:24]=3)=[O:22])[C:11]([NH:12][CH:13]3[CH2:18][CH2:17][O:16][CH2:15][CH2:14]3)=[C:6]2[CH:5]=[N:4]1)[CH3:2]. Procedure details: N-{[1,6-Diethyl-4-(tetrahydro-2H-pyran-4-ylamino)-1H-pyrazolo[3,4-b]pyridin-5-yl]methyl}-N′-[(6-fluoro-3′-formyl-3-biphenylyl)methyl]-2,6-pyridinedicarboxamide (0.059 mmol) was diluted in DMSO (1.5 mL) and dispensed into a 1 dram vial containing (2R,6S)-2,6-dimethylpiperazine (0.177 mmol, 3.0 eq) and acetic acid (3.55 mg, 0.059 mmol) and fitted a magnetic stir bar. The resulting solution was stirred at room temperature for 4 h. MP-B(OAc)3H (0.591 mmol, 138 mg, 10.0 eq) was added and the solution... The reactants are CCOP(=O)(OCC)C(F)F, C1CCOC1, CC(C)[N-]C(C)C, COc1ccc(F)cc1C(C)(C)CC=O, CC(=O)O, CCOC(C)=O, [Li+]. Yields the product CCOP(=O)(OCC)C(F)(F)C(O)CC(C)(C)c1cc(F)ccc1OC. As a reaction SMILES: [CH2:1]([CH3:2])[O:3][P:4]([O:5][CH2:6][CH3:7])(=[O:8])[CH:9]([F:10])[F:11].[CH2:39]1[O:40][CH2:41][CH2:42][CH2:43]1.[CH3:13][CH:14]([N-:15][CH:16]([CH3:17])[CH3:18])[CH3:19].[CH3:20][C:21]([CH2:22][CH:23]=[O:24])([CH3:25])[c:26]1[c:27]([O:33][CH3:34])[cH:28][cH:29][c:30]([F:32])[cH:31]1.[CH3:35][C:36](=[O:37])[OH:38].[CH3:44][CH2:45][O:46][C:47](=[O:48])[CH3:49].[Li+:12]>>[CH2:1]([CH3:2])[O:3][P:4]([O:5][CH2:6][CH3:7])(=[O:8])[C:9]([F:10])([F:11])[CH:23]([CH2:22][C:21]([CH3:20])([CH3:25])[c:26]1[c:27]([O:33][CH3:34])[cH:28][cH:29][c:30]([F:32])[cH:31]1)[OH:24]. Starting materials: C(CCC)[Li] (n-Butyllithium), BrC1=CC=C(C=C1)Br (1,4-dibromobenzene), C1(CCC1)=O (cyclobutanone). The solvent is C1CCOC1 (THF), C1CCOC1 (THF). Reaction conditions: time 30 minute. Product: BrC1=CC=C(C=C1)C1(CCC1)O (1-(4-Bromo-phenyl)-cyclobutanol). Isolated yield 51.5%. RXN SMILES: C([Li])CCC.Br[C:7]1[CH:12]=[CH:11][C:10]([Br:13])=[CH:9][CH:8]=1.[C:14]1(=[O:18])[CH2:17][CH2:16][CH2:15]1>C1COCC1>[Br:13][C:10]1[CH:11]=[CH:12][C:7]([C:14]2([OH:18])[CH2:17][CH2:16][CH2:15]2)=[CH:8][CH:9]=1. Reported procedure: n-Butyllithium (1.2 mL 1.92 mmol, 1.6 M/hexanes) was added to a −78° C. solution of 1,4-dibromobenzene (489 mg, 2.07 mmol) in THF (4.2 mL). After 30 min., a solution of cyclobutanone (141 mg, 2.01 mmol) in 1 mL THF was added by cannula, rinsing with 0.5 mL THF. The reaction was allowed to warm to room temperature and after 2 h, saturated NH4Cl solution was added. The resulting mixture was extracted with ethyl acetate (3×30 mL) and the combined ethyl acetate solution was washed with brine. The so... Starting materials: CCO, [Na+], [OH-], CCOC(=O)N1C2CCC(CC2)C1c1cccnc1. Yields the product c1cncc(C2NC3CCC2CC3)c1. As a reaction SMILES: [CH3:22][CH2:23][OH:24].[Na+:21].[OH-:20].[n:1]1[cH:2][c:3]([CH:7]2[N:8]([C:15]([O:16][CH2:17][CH3:18])=[O:19])[CH:9]3[CH2:10][CH2:11][CH:12]2[CH2:13][CH2:14]3)[cH:4][cH:5][cH:6]1>>[n:1]1[cH:2][c:3]([CH:7]2[NH:8][CH:9]3[CH2:10][CH2:11][CH:12]2[CH2:13][CH2:14]3)[cH:4][cH:5][cH:6]1. Starting materials: C(C1=CC=CC=C1)N1CC2=C(NC3=CC=C4C(=C23)C(=CS4)C)CC1 (9-benzyl-1-methyl-7,8,9,10-tetrahydrothieno[3,2-e]pyrido[4,3-b]indole), C(C1=CC=CC=C1)Br (benzyl bromide), [H-].[Na+] (NaH). Run in CN(P(N(C)C)(N(C)C)=O)C (hexamethylphosphoric acid triamide). Product: C(C1=CC=CC=C1)N1C2=C(C3=C4C(=CC=C13)SC=C4C)CN(CC2)CC2=CC=CC=C2 (6,9-Dibenzyl-1-methyl-7,8,9,10-tetrahydrothieno[3,2-e]pyrido[4,3-b]indole). RXN SMILES: [CH2:1]([N:8]1[CH2:24][CH2:23][C:11]2[NH:12][C:13]3[C:18]([C:10]=2[CH2:9]1)=[C:17]1[C:19]([CH3:22])=[CH:20][S:21][C:16]1=[CH:15][CH:14]=3)[C:2]1[CH:7]=[CH:6][CH:5]=[CH:4][CH:3]=1.[CH2:25](Br)[C:26]1[CH:31]=[CH:30][CH:29]=[CH:28][CH:27]=1.[H-].[Na+]>CN(C)P(=O)(N(C)C)N(C)C>[CH2:25]([N:12]1[C:13]2[C:18](=[C:17]3[C:19]([CH3:22])=[CH:20][S:21][C:16]3=[CH:15][CH:14]=2)[C:10]2[CH2:9][N:8]([CH2:1][C:2]3[CH:3]=[CH:4][CH:5]=[CH:6][CH:7]=3)[CH2:24][CH2:23][C:11]1=2)[C:26]1[CH:31]=[CH:30][CH:29]=[CH:28][CH:27]=1 |f:2.3|. Reported procedure: The compound is formed analogously to that described in Example 28, from 3.3 g of 9-benzyl-1-methyl-7,8,9,10-tetrahydrothieno[3,2-e]pyrido[4,3-b]indole and 2 ml of benzyl bromide in 50 ml of hexamethylphosphoric acid triamide in the presence of NaH. Melting point: 206° C.